Dataset: the Open Reaction Database (ORD), a public repository of structured organic reaction records. Task: describe an organic reaction: reactants, conditions, products, and yield The reactants are C1(CC1)C1=NOC(=N1)C1CN(CC(C1)C1=CC=C(C=C1)C(F)(F)F)C(=O)OC1=CC=C(C=C1)[N+](=O)[O-] (4-Nitrophenyl 3-(3-cyclopropyl-1,2,4-oxadiazol-5-yl)-5-[4-(trifluoromethyl)phenyl]piperidine-1-carboxylate), Cl.Cl.NC1CNCC1 (3-aminopyrrolidine dihydrochloride). The product is NC1CN(CC1)C(=O)N1CC(CC(C1)C1=CC=C(C=C1)C(F)(F)F)C1=NC(=NO1)C1CC1 ((3-Aminopyrrolidin-1-yl) {3-(3-cyclopropyl-1,2,4-oxadiazol-5-yl)-5-[4-(trifluoromethyl)phenyl]-piperidin-1-yl}methanone). RXN SMILES: [CH:1]1([C:4]2[N:8]=[C:7]([CH:9]3[CH2:14][CH:13]([C:15]4[CH:20]=[CH:19][C:18]([C:21]([F:24])([F:23])[F:22])=[CH:17][CH:16]=4)[CH2:12][N:11]([C:25](OC4C=CC([N+]([O-])=O)=CC=4)=[O:26])[CH2:10]3)[O:6][N:5]=2)[CH2:3][CH2:2]1.Cl.Cl.[NH2:39][CH:40]1[CH2:44][CH2:43][NH:42][CH2:41]1>>[NH2:39][CH:40]1[CH2:44][CH2:43][N:42]([C:25]([N:11]2[CH2:12][CH:13]([C:15]3[CH:20]=[CH:19][C:18]([C:21]([F:23])([F:22])[F:24])=[CH:17][CH:16]=3)[CH2:14][CH:9]([C:7]3[O:6][N:5]=[C:4]([CH:1]4[CH2:2][CH2:3]4)[N:8]=3)[CH2:10]2)=[O:26])[CH2:41]1 |f:1.2.3|. Procedure details: 100 mg (0.20 mmol) of the compound from Example 184A and 95 mg (0.60 mmol) of 3-aminopyrrolidine dihydrochloride were reacted according to the General Method 6. Yield: 25 mg (27% of theory) The reactants are Fc1ccc(Br)nc1, CON(C)C(=O)C(F)(F)c1ccc(Br)cc1, C1COCCO1, O, [Pd], c1ccc(P(c2ccccc2)c2ccccc2)cc1, c1ccc(P(c2ccccc2)c2ccccc2)cc1, c1ccc(P(c2ccccc2)c2ccccc2)cc1, c1ccc(P(c2ccccc2)c2ccccc2)cc1. Product: CON(C)C(=O)C(F)(F)c1ccc(-c2ccc(F)cn2)cc1. RXN SMILES: [Br:17][c:18]1[n:19][cH:20][c:21]([F:24])[cH:22][cH:23]1.[Br:1][c:2]1[cH:3][cH:4][c:5]([C:8]([C:9](=[O:10])[N:11]([CH3:12])[O:13][CH3:14])([F:15])[F:16])[cH:6][cH:7]1.[CH2:25]1[O:26][CH2:27][CH2:28][O:29][CH2:30]1.[OH2:31].[Pd:108].[c:32]1([P:33]([c:34]2[cH:35][cH:36][cH:37][cH:38][cH:39]2)[c:40]2[cH:41][cH:42][cH:43][cH:44][cH:45]2)[cH:46][cH:47][cH:48][cH:49][cH:50]1.[c:51]1([P:52]([c:53]2[cH:54][cH:55][cH:56][cH:57][cH:58]2)[c:59]2[cH:60][cH:61][cH:62][cH:63][cH:64]2)[cH:65][cH:66][cH:67][cH:68][cH:69]1.[c:70]1([P:71]([c:72]2[cH:73][cH:74][cH:75][cH:76][cH:77]2)[c:78]2[cH:79][cH:80][cH:81][cH:82][cH:83]2)[cH:84][cH:85][cH:86][cH:87][cH:88]1.[c:89]1([P:90]([c:91]2[cH:92][cH:93][cH:94][cH:95][cH:96]2)[c:97]2[cH:98][cH:99][cH:100][cH:101][cH:102]2)[cH:103][cH:104][cH:105][cH:106][cH:107]1>>[c:2]1(-[c:18]2[n:19][cH:20][c:21]([F:24])[cH:22][cH:23]2)[cH:3][cH:4][c:5]([C:8]([C:9](=[O:10])[N:11]([CH3:12])[O:13][CH3:14])([F:15])[F:16])[cH:6][cH:7]1. Reactants: C1CCOC1, O=C(O)Cn1cc(C(=O)N2CCC(c3cccc4c3OCC4)CC2)c2ccc(Cl)cc21, N. Product: NC(=O)Cn1cc(C(=O)N2CCC(c3cccc4c3OCC4)CC2)c2ccc(Cl)cc21. Reaction SMILES: [CH2:33]1[O:34][CH2:35][CH2:36][CH2:37]1.[Cl:1][c:2]1[cH:3][cH:4][c:5]2[c:6]([C:15](=[O:16])[N:17]3[CH2:18][CH2:19][CH:20]([c:23]4[cH:24][cH:25][cH:26][c:27]5[c:31]4[O:30][CH2:29][CH2:28]5)[CH2:21][CH2:22]3)[cH:7][n:8]([CH2:11][C:12](=[O:13])[OH:14])[c:9]2[cH:10]1.[NH3:32]>>[Cl:1][c:2]1[cH:3][cH:4][c:5]2[c:6]([C:15](=[O:16])[N:17]3[CH2:18][CH2:19][CH:20]([c:23]4[cH:24][cH:25][cH:26][c:27]5[c:31]4[O:30][CH2:29][CH2:28]5)[CH2:21][CH2:22]3)[cH:7][n:8]([CH2:11][C:12](=[O:13])[NH2:32])[c:9]2[cH:10]1.